From a dataset of the Open Reaction Database (ORD), a public repository of structured organic reaction records. describe an organic reaction: reactants, conditions, products, and yield Starting materials: O=S(=O)(Cc1ccccc1)c1ccc(F)c(C(F)(F)F)c1, O=C(O)Cc1cc(O)cc(Cl)c1. The product is O=C(O)Cc1cc(Cl)cc(Oc2ccc(S(=O)(=O)Cc3ccccc3)cc2C(F)(F)F)c1. As a reaction SMILES: [CH2:13]([c:14]1[cH:15][cH:16][cH:17][cH:18][cH:19]1)[S:20](=[O:21])(=[O:22])[c:23]1[cH:24][c:25]([C:30]([F:31])([F:32])[F:33])[c:26]([F:29])[cH:27][cH:28]1.[Cl:1][c:2]1[cH:3][c:4]([CH2:9][C:10](=[O:11])[OH:12])[cH:5][c:6]([OH:8])[cH:7]1>>[Cl:1][c:2]1[cH:3][c:4]([CH2:9][C:10](=[O:11])[OH:12])[cH:5][c:6]([O:8][c:26]2[c:25]([C:30]([F:31])([F:32])[F:33])[cH:24][c:23]([S:20]([CH2:13][c:14]3[cH:15][cH:16][cH:17][cH:18][cH:19]3)(=[O:21])=[O:22])[cH:28][cH:27]2)[cH:7]1.